This data is from the Open Reaction Database (ORD), a public repository of structured organic reaction records. The task is: describe an organic reaction: reactants, conditions, products, and yield Starting materials: CCO, Cc1ncnn1-c1ccc(NC(N)=S)cc1F, CI. The product is CSC(=N)Nc1ccc(-n2ncnc2C)c(F)c1, I. As a reaction SMILES: [CH3:20][CH2:21][OH:22].[F:3][c:4]1[cH:5][c:6]([NH:16][C:17](=[S:18])[NH2:19])[cH:7][cH:8][c:9]1-[n:10]1[n:11][cH:12][n:13][c:14]1[CH3:15].[I:1][CH3:2]>>[CH3:2][S:18][C:17]([NH:16][c:6]1[cH:5][c:4]([F:3])[c:9](-[n:10]2[n:11][cH:12][n:13][c:14]2[CH3:15])[cH:8][cH:7]1)=[NH:19].[IH:1]. Reactants: NC1=NC=C(C=C1[N+](=O)[O-])Br (2-amino-5-bromo-3-nitropyridine), cuprous cyanide, C(C)(C)(C)ON=O (tert-butylnitrite), C(C)#N (acetonitrile). Yields the product BrC=1C=C(C(=NC1)C#N)[N+](=O)[O-] (5-Bromo-3-nitropyridine-2-carbonitrile). Isolated yield 41.0%. RXN SMILES: N[C:2]1[C:7]([N+:8]([O-:10])=[O:9])=[CH:6][C:5]([Br:11])=[CH:4][N:3]=1.C(ON=O)(C)(C)C.[C:19](#[N:21])C>>[Br:11][C:5]1[CH:6]=[C:7]([N+:8]([O-:10])=[O:9])[C:2]([C:19]#[N:21])=[N:3][CH:4]=1. Reported procedure: Heat a solution of 2-amino-5-bromo-3-nitropyridine (2.18 g, 10 mmol), cuprous cyanide (1.33 g, 15 mmol) and tert-butylnitrite (2.0 mL, 15 mmol) in acetonitrile (50 mL) to 60° C. for 2 hours. Cool the solution and partition between ethyl acetate (100 mL) and saturated aqueous NaHCO3 (100 mL). Extract the aqueous solution with ethyl acetate (2×50 mL), wash with water (100 mL), brine (100 mL), dry (MgSO4) and evaporate. Purify the solid by flash chromatography on silica gel (25% ether/75% hexane) t... Starting materials: BrC=1C=CC(=NC1)CC(=O)O ((5-bromo-pyridin-2-yl)-acetic acid), CO (methanol), acyl, S(=O)(Cl)Cl (thionyl chloride). Reaction SMILES: [Br:1][C:2]1[CH:3]=[CH:4][C:5]([CH2:8][C:9]([OH:11])=[O:10])=[N:6][CH:7]=1.S(Cl)(Cl)=O.[CH3:16]O>>[CH3:16][O:10][C:9](=[O:11])[CH2:8][C:5]1[CH:4]=[CH:3][C:2]([Br:1])=[CH:7][N:6]=1. Reported procedure: Key building block 2-(5-bromo-pyridin-2-yl)-5-chloro-pentanoic acid (XII) can be prepared according to Scheme 8. Starting with commercially available 5-bromo-2-iodo-pyridine (XXXV), copper-catalyzed reaction with malonic acid diethyl ester furnishes 2-(5-bromo-pyridin-2-yl)-malonic acid diethyl ester (XXXVI). Hydrolysis and decarboxylation under basic conditions gives (5-bromo-pyridin-2-yl)-acetic acid (XXXVII), which subsequently can undergo nucleophilic acyl substitution with thionyl chloride ... Yields the product COC(CC1=NC=C(C=C1)Br)=O ((5-bromo-pyridin-2-yl)-acetic acid methyl ester). Reactants: CO, COC1c2ccccc2C2CN(CC#N)CC21, N. Product: COC1c2ccccc2C2CN(CCN)CC21. RXN SMILES: [CH3:18][OH:19].[CH3:1][O:2][CH:3]1[c:4]2[cH:5][cH:6][cH:7][cH:8][c:9]2[CH:10]2[CH2:11][N:12]([CH2:15][C:16]#[N:17])[CH2:13][CH:14]12.[NH3:20]>>[CH3:1][O:2][CH:3]1[c:4]2[cH:5][cH:6][cH:7][cH:8][c:9]2[CH:10]2[CH2:11][N:12]([CH2:15][CH2:16][NH2:17])[CH2:13][CH:14]12. The reactants are CC[SiH](CC)CC, ClCCl, COC(=O)c1ccc(S(=O)(=O)n2cc(C3(O)CCOCC3)c3ccccc32)cc1, O=C(O)C(F)(F)F. Product: COC(=O)c1ccc(S(=O)(=O)n2cc(C3CCOCC3)c3ccccc32)cc1. RXN SMILES: [CH2:30]([SiH:31]([CH2:32][CH3:33])[CH2:34][CH3:35])[CH3:36].[CH2:44]([Cl:45])[Cl:46].[CH3:1][O:2][C:3]([c:4]1[cH:5][cH:6][c:7]([S:10](=[O:11])(=[O:12])[n:13]2[cH:14][c:15]([C:22]3([OH:28])[CH2:23][CH2:24][O:25][CH2:26][CH2:27]3)[c:16]3[cH:17][cH:18][cH:19][cH:20][c:21]23)[cH:8][cH:9]1)=[O:29].[OH:37][C:38]([C:39]([F:40])([F:41])[F:42])=[O:43]>>[CH3:1][O:2][C:3]([c:4]1[cH:5][cH:6][c:7]([S:10](=[O:11])(=[O:12])[n:13]2[cH:14][c:15]([CH:22]3[CH2:23][CH2:24][O:25][CH2:26][CH2:27]3)[c:16]3[cH:17][cH:18][cH:19][cH:20][c:21]23)[cH:8][cH:9]1)=[O:29]. Reactants: CC(C)N1C(=O)CC(C)(C)c2cc(Br)ccc21, N=C(c1ccccc1)c1ccccc1, CC(C)(C)[O-], Cc1ccccc1, [Na+], O=C(C=Cc1ccccc1)C=Cc1ccccc1, O=C(C=Cc1ccccc1)C=Cc1ccccc1, O=C(C=Cc1ccccc1)C=Cc1ccccc1, [Pd], [Pd]. The product is CC(C)N1C(=O)CC(C)(C)c2cc(N)ccc21. As a reaction SMILES: [Br:7][c:8]1[cH:9][c:10]2[c:15]([cH:16][cH:17]1)[N:14]([CH:18]([CH3:19])[CH3:20])[C:13](=[O:21])[CH2:12][C:11]2([CH3:22])[CH3:23].[C:24]([c:25]1[cH:26][cH:27][cH:28][cH:29][cH:30]1)([c:31]1[cH:32][cH:33][cH:34][cH:35][cH:36]1)=[NH:37].[CH3:1][C:2]([CH3:3])([O-:4])[CH3:5].[CH3:38][c:39]1[cH:40][cH:41][cH:42][cH:43][cH:44]1.[Na+:6].[O:47]=[C:48]([CH:49]=[CH:50][c:51]1[cH:52][cH:53][cH:54][cH:55][cH:56]1)[CH:57]=[CH:58][c:59]1[cH:60][cH:61][cH:62][cH:63][cH:64]1.[O:65]=[C:66]([CH:67]=[CH:68][c:69]1[cH:70][cH:71][cH:72][cH:73][cH:74]1)[CH:75]=[CH:76][c:77]1[cH:78][cH:79][cH:80][cH:81][cH:82]1.[O:83]=[C:84]([CH:85]=[CH:86][c:87]1[cH:88][cH:89][cH:90][cH:91][cH:92]1)[CH:93]=[CH:94][c:95]1[cH:96][cH:97][cH:98][cH:99][cH:100]1.[Pd:45].[Pd:46]>>[c:8]1([NH2:37])[cH:9][c:10]2[c:15]([cH:16][cH:17]1)[N:14]([CH:18]([CH3:19])[CH3:20])[C:13](=[O:21])[CH2:12][C:11]2([CH3:22])[CH3:23]. Starting materials: COC(=O)C1=CC(=NO1)OCC=1C(=NOC1C)CCCC (3-(3-butyl-5-methyl-isoxazol-4-ylmethoxy)-isoxazole-5-carboxylic acid methyl ester), OCC(C)N (1-hydroxymethylethylamine). The product is C(O)CN (ethanolamine), OCC(C)NC(=O)C1=CC(=NO1)OCC=1C(=NOC1C)CCCC (3-(3-Butyl-5-methyl-isoxazol-4-ylmethoxy)-isoxazole-5-carboxylic acid (2-hydroxy-1-methyl-ethyl)-amide). Isolated yield 102.7%. RXN SMILES: CO[C:3]([C:5]1[O:9][N:8]=[C:7]([O:10][CH2:11][C:12]2[C:13]([CH2:18][CH2:19][CH2:20][CH3:21])=[N:14][O:15][C:16]=2[CH3:17])[CH:6]=1)=[O:4].[OH:22][CH2:23][CH:24]([NH2:26])[CH3:25]>>[CH2:23]([CH2:24][NH2:26])[OH:22].[OH:22][CH2:23][CH:24]([NH:26][C:3]([C:5]1[O:9][N:8]=[C:7]([O:10][CH2:11][C:12]2[C:13]([CH2:18][CH2:19][CH2:20][CH3:21])=[N:14][O:15][C:16]=2[CH3:17])[CH:6]=1)=[O:4])[CH3:25]. Reported procedure: As described for example 24b, 3-(3-butyl-5-methyl-isoxazol-4-ylmethoxy)-isoxazole-5-carboxylic acid methyl ester (201 mg, 0.68 mmol), was converted using 1-hydroxymethylethylamine (62 mg, 0.82 mmol), instead of ethanolamine, to the title compound (142 mg, 62%) which was obtained as a colourless gum after purification by chromatography (silica, heptane:ethyl acetate=1:1 to 0:1). MS: m/e=338.5 [M+H]+. Starting materials: CC(=O)O, [Cl-], O=C(O)c1ccc(Cl)c(S(=O)(=O)c2ccccc2[N+](=O)[O-])c1, Cl, O. The product is Nc1ccccc1S(=O)(=O)c1cc(C(=O)O)ccc1Cl. As a reaction SMILES: [CH3:25][C:26](=[O:27])[OH:28].[Cl-:23].[Cl:1][c:2]1[c:3]([S:11](=[O:12])(=[O:13])[c:14]2[c:15]([N+:20]([O-:21])=[O:22])[cH:16][cH:17][cH:18][cH:19]2)[cH:4][c:5]([C:6](=[O:7])[OH:8])[cH:9][cH:10]1.[ClH:24].[OH2:29]>>[Cl:1][c:2]1[c:3]([S:11](=[O:12])(=[O:13])[c:14]2[c:15]([NH2:20])[cH:16][cH:17][cH:18][cH:19]2)[cH:4][c:5]([C:6](=[O:7])[OH:8])[cH:9][cH:10]1. Starting materials: 15N, C(CCCCCCCCCC)Br (undecyl bromide), OC=1C=C(C=CC1)CCCO (3-(3-hydroxyphenyl)propanol). The solvent is C(C)O (ethanol), C(C)O (ethanol). Reaction conditions: temperature 70 celsius, time 12 hour. Yields the product C(CCCCCCCCCC)OC=1C=C(C=CC1)CCCO (3-(3-undecyloxyphenyl)propanol). Yield: 80.3%. Reaction SMILES: [CH2:1](Br)[CH2:2][CH2:3][CH2:4][CH2:5][CH2:6][CH2:7][CH2:8][CH2:9][CH2:10][CH3:11].[OH:13][C:14]1[CH:15]=[C:16]([CH2:20][CH2:21][CH2:22][OH:23])[CH:17]=[CH:18][CH:19]=1>C(O)C>[CH2:1]([O:13][C:14]1[CH:15]=[C:16]([CH2:20][CH2:21][CH2:22][OH:23])[CH:17]=[CH:18][CH:19]=1)[CH2:2][CH2:3][CH2:4][CH2:5][CH2:6][CH2:7][CH2:8][CH2:9][CH2:10][CH3:11]. Procedure details: A 15N aqueous sodium hydroxide solution (2 ml) and a solution (10 ml) of 8.0 g of undecyl bromide in ethanol was added to a solution (30 ml) of 4.56 g of 3-(3-hydroxyphenyl)propanol in ethanol and the mixture was stirred at 70° C. for 12 hours. The solvent was distilled away and the residue was extracted with ethyl acetate. The extract was washed with saturated sodium hydrogencarbonate and brine, and dried over magnesium sulfate. The solvent was distilled away and the residue was purified by sil...